From a dataset of the Open Reaction Database (ORD), a public repository of structured organic reaction records. describe an organic reaction: reactants, conditions, products, and yield The reactants are C(C)(C)(C)OC(CN1C(=NC2=C1C=CC=C2NS(=O)(=O)C2=CC(=CC=C2)F)CCC)=O ([4-(3-Fluoro-benzenesulfonylamino)-2-propyl-benzoimidazol-1-yl]-acetic acid tert-butyl ester), C(=O)([O-])[O-].[K+].[K+] (K2CO3), C(C1=CC=CC=C1)Br (benzyl bromide). Solvent: CN(C)C=O (DMF). Conditions: temperature 80 celsius, time 3.5 hour. Yields the product C(C)(C)(C)OC(CN1C(=NC2=C1C=CC=C2N(S(=O)(=O)C2=CC(=CC=C2)F)CC2=CC=CC=C2)CCC)=O ({4-[Benzyl-(3-fluoro-benzenesulfonyl)-amino]-2-propyl-benzoimidazol-1-yl}-acetic acid tert-butyl ester). As a reaction SMILES: [C:1]([O:5][C:6](=[O:31])[CH2:7][N:8]1[C:12]2[CH:13]=[CH:14][CH:15]=[C:16]([NH:17][S:18]([C:21]3[CH:26]=[CH:25][CH:24]=[C:23]([F:27])[CH:22]=3)(=[O:20])=[O:19])[C:11]=2[N:10]=[C:9]1[CH2:28][CH2:29][CH3:30])([CH3:4])([CH3:3])[CH3:2].C([O-])([O-])=O.[K+].[K+].[CH2:38](Br)[C:39]1[CH:44]=[CH:43][CH:42]=[CH:41][CH:40]=1>CN(C=O)C>[C:1]([O:5][C:6](=[O:31])[CH2:7][N:8]1[C:12]2[CH:13]=[CH:14][CH:15]=[C:16]([N:17]([CH2:38][C:39]3[CH:44]=[CH:43][CH:42]=[CH:41][CH:40]=3)[S:18]([C:21]3[CH:26]=[CH:25][CH:24]=[C:23]([F:27])[CH:22]=3)(=[O:19])=[O:20])[C:11]=2[N:10]=[C:9]1[CH2:28][CH2:29][CH3:30])([CH3:4])([CH3:3])[CH3:2] |f:1.2.3|. Procedure: The product from step d.) (45 mg, 0.103 mmol) was dissolved in DMF (1 mL), treated with K2CO3 (20 mg, 0.145 mmol), benzyl bromide (25 μL, 0.206 mmol), and stirred at 80° C. for 3.5 hours. The reaction mixture was partitioned between ethyl acetate and water. The organic layer was washed several times with water and concentrated under reduced pressure to give the sub-title compound that was used in crude form without purification. Reactants: O=C(O)C(F)(F)F, O=N[O-], CSc1ncc2cc(-c3c(Cl)ccc(NC(=O)c4cccc(C(F)(F)F)c4)c3Cl)c(N)nc2n1, [Na+]. Yields the product CSc1ncc2cc(-c3c(Cl)ccc(NC(=O)c4cccc(C(F)(F)F)c4)c3Cl)c(=O)[nH]c2n1. As a reaction SMILES: [F:39][C:40]([F:41])([F:42])[C:43]([OH:44])=[O:45].[N:35](=[O:36])[O-:37].[NH2:1][c:2]1[c:3](-[c:14]2[c:15]([Cl:34])[c:16]([NH:21][C:22]([c:23]3[cH:24][c:25]([C:29]([F:30])([F:31])[F:32])[cH:26][cH:27][cH:28]3)=[O:33])[cH:17][cH:18][c:19]2[Cl:20])[cH:4][c:5]2[c:6]([n:7][c:8]([S:11][CH3:12])[n:9][cH:10]2)[n:13]1.[Na+:38]>>[c:2]1(=[O:36])[c:3](-[c:14]2[c:15]([Cl:34])[c:16]([NH:21][C:22]([c:23]3[cH:24][c:25]([C:29]([F:30])([F:31])[F:32])[cH:26][cH:27][cH:28]3)=[O:33])[cH:17][cH:18][c:19]2[Cl:20])[cH:4][c:5]2[c:6]([n:7][c:8]([S:11][CH3:12])[n:9][cH:10]2)[nH:13]1. The reactants are CCOC(=O)C1(C(=O)OCC)CC1, ClCCl. Yields the product CCOC(=O)C1(CO)CC1. RXN SMILES: [CH2:1]([CH3:2])[O:3][C:4](=[O:5])[C:6]1([C:9](=[O:10])[O:11][CH2:12][CH3:13])[CH2:7][CH2:8]1.[Cl:14][CH2:15][Cl:16]>>[CH2:1]([CH3:2])[O:3][C:4](=[O:5])[C:6]1([CH2:9][OH:10])[CH2:7][CH2:8]1. The reactants are N1(CCCC1)CCOC1=CC=C(C=C1)C(=O)C=1C2=C(SC1C1=CC=C(C=C1)O)C=C(C=C2)OCC2=CC=CC=C2 (6-benzyloxy-2-(4-hydroxyphenyl)benzo[b]thiophene-3-yl 4-[2-(1-pyrrolidinyl)ethoxy]phenyl ketone), [NH4+].[OH-] (NH4OH), C(Cl)(Cl)Cl (CHCl3). The product is Cl.OC=1C=CC2=C(SC(=C2CC2=CC=C(C=C2)OCCN2CCCC2)C2=CC=C(C=C2)OCCCC(=O)O)C1 (6-Hydroxy-3-[4-[2-(1-pyrrolidinyl)ethoxy]-benzyl]-2-[4-(3-carboxypropyloxy)phenyl]benzo[b]thiophene Hydrochloride). Isolated yield 52.0%. As a reaction SMILES: [N:1]1([CH2:6][CH2:7][O:8][C:9]2[CH:14]=[CH:13][C:12]([C:15]([C:17]3[C:18]4[CH:32]=[CH:31][C:30]([O:33]CC5C=CC=CC=5)=[CH:29][C:19]=4[S:20][C:21]=3[C:22]3[CH:27]=[CH:26][C:25]([OH:28])=[CH:24][CH:23]=3)=O)=[CH:11][CH:10]=2)[CH2:5][CH2:4][CH2:3][CH2:2]1.[NH4+].[OH-:42].C(Cl)(Cl)[Cl:44]>>[ClH:44].[OH:33][C:30]1[CH:31]=[CH:32][C:18]2[C:17]([CH2:15][C:12]3[CH:11]=[CH:10][C:9]([O:8][CH2:7][CH2:6][N:1]4[CH2:5][CH2:4][CH2:3][CH2:2]4)=[CH:14][CH:13]=3)=[C:21]([C:22]3[CH:27]=[CH:26][C:25]([O:28][CH2:12][CH2:11][CH2:10][C:9]([OH:8])=[O:42])=[CH:24][CH:23]=3)[S:20][C:19]=2[CH:29]=1 |f:1.2,4.5|. Reported procedure: By essentially following the procedure described below in Example 25, Part B, the title compound was prepared as a foam starting from 6-benzyloxy-2-(4-hydroxyphenyl)benzo[b]thiophene-3-yl 4-[2-(1-pyrrolidinyl)ethoxy]phenyl ketone (Part C) in 52% yield following MPLC (SiO2; 0.5% in CHCl3 sat'd with NH4OH). Reactants: C(C)(C)(C)OC(=O)CON=C(C(=O)NC1[C@@H]2N(C(=C(CS2)C[N+]2=CC=CC=C2)C(=O)[O-])C1=O)C1=NC=CC(=N1)N (7-[2-t-butoxycarbonylmethoxyimino-2-(4-aminopyrimidin-2-yl)acetamido]-3-(1-pyridiniomethyl)-3-cephem-4-carboxylate), C1(=CC=CC=C1)OC (anisole), C(C)(C)OC(C)C (diisopropyl ether). The solvent is FC(C(=O)O)(F)F (trifluoroacetic acid). Reaction conditions: time 50 minute. Product: C(=O)(O)CON=C(C(=O)NC1[C@@H]2N(C(=C(CS2)C[N+]2=CC=CC=C2)C(=O)[O-])C1=O)C1=NC=CC(=N1)N (7-[2-carboxymethoxyimino-2-[4-aminopyrimidin-2-yl)acetamido]-3-(1-pyridiniomethyl)-3-cephem-4-carboxylate). Yield: 44.0%. RXN SMILES: C([O:5][C:6]([CH2:8][O:9][N:10]=[C:11]([C:34]1[N:39]=[C:38]([NH2:40])[CH:37]=[CH:36][N:35]=1)[C:12]([NH:14][CH:15]1[C:32](=[O:33])[N:17]2[C:18]([C:29]([O-:31])=[O:30])=[C:19]([CH2:22][N+:23]3[CH:28]=[CH:27][CH:26]=[CH:25][CH:24]=3)[CH2:20][S:21][C@H:16]12)=[O:13])=[O:7])(C)(C)C.C1(OC)C=CC=CC=1.C(OC(C)C)(C)C>FC(F)(F)C(O)=O>[C:6]([CH2:8][O:9][N:10]=[C:11]([C:34]1[N:39]=[C:38]([NH2:40])[CH:37]=[CH:36][N:35]=1)[C:12]([NH:14][CH:15]1[C:32](=[O:33])[N:17]2[C:18]([C:29]([O-:31])=[O:30])=[C:19]([CH2:22][N+:23]3[CH:28]=[CH:27][CH:26]=[CH:25][CH:24]=3)[CH2:20][S:21][C@H:16]12)=[O:13])([OH:7])=[O:5]. Procedure: A mixture of 7-[2-t-butoxycarbonylmethoxyimino-2-(4-aminopyrimidin-2-yl)acetamido]-3-(1-pyridiniomethyl)-3-cephem-4-carboxylate (syn isomer) (1.31 g) and anisole (2.5 ml) in trifluoroacetic acid (7.5 ml) was stirred for 50 minutes under cooling in an ice-bath and for 70 minutes at room temperature. The mixture was poured into cold diisopropyl ether (60 ml) and the resulting precipitates were collected by filtration. The powder was dissolved in water (30 ml) and the mixture was adjusted to pH 4 t... Reactants: O=S1CCN(c2nc(Cl)nc3c(SCc4ccccc4)ncnc23)CC1, CC(C)NCCO. Product: CC(C)N(CCO)c1nc(N2CCS(=O)CC2)c2ncnc(SCc3ccccc3)c2n1. As a reaction SMILES: [CH2:1]([c:2]1[cH:3][cH:4][cH:5][cH:6][cH:7]1)[S:8][c:9]1[n:10][cH:11][n:12][c:13]2[c:14]1[n:15][c:16]([Cl:26])[n:17][c:18]2[N:19]1[CH2:20][CH2:21][S:22](=[O:25])[CH2:23][CH2:24]1.[OH:27][CH2:28][CH2:29][NH:30][CH:31]([CH3:32])[CH3:33]>>[CH2:1]([c:2]1[cH:3][cH:4][cH:5][cH:6][cH:7]1)[S:8][c:9]1[n:10][cH:11][n:12][c:13]2[c:14]1[n:15][c:16]([N:30]([CH2:29][CH2:28][OH:27])[CH:31]([CH3:32])[CH3:33])[n:17][c:18]2[N:19]1[CH2:20][CH2:21][S:22](=[O:25])[CH2:23][CH2:24]1.